Task: describe an organic reaction: reactants, conditions, products, and yield. Dataset: the Open Reaction Database (ORD), a public repository of structured organic reaction records Yields the product O=C(O)c1ccc(Sc2ccccc2Br)c(S(=O)O)c1. As a reaction SMILES: [Br:1][c:2]1[c:3]([SH:8])[cH:4][cH:5][cH:6][cH:7]1.[F:9][c:10]1[c:11]([S:19](=[O:20])[OH:21])[cH:12][c:13]([C:14](=[O:15])[OH:16])[cH:17][cH:18]1.[Na+:23].[OH-:22].[OH2:24]>>[Br:1][c:2]1[c:3]([S:8][c:10]2[c:11]([S:19](=[O:20])[OH:21])[cH:12][c:13]([C:14](=[O:15])[OH:16])[cH:17][cH:18]2)[cH:4][cH:5][cH:6][cH:7]1. The reactants are Sc1ccccc1Br, O=C(O)c1ccc(F)c(S(=O)O)c1, [Na+], [OH-], O. The reactants are solid, Cl.Cl.Cl.O1CCC=2C1=C(N=CC2)N2CCN(CC2)CC[C@@H]2CC[C@H](CC2)N (trans-4-{2-[4-(2,3-dihydro-furo[2,3-c]pyridin-7-yl)-piperazin-1-yl]-ethyl}-cyclohexylamine trihydrochloride), Cl.Cl.Cl.O1CCC=2C1=C(N=CC2)N2CCN(CC2)CC[C@@H]2CC[C@H](CC2)N (trans-4-{2-[4-(2,3-dihydro-furo[2,3-c]pyridin-7-yl)-piperazin-1-yl]-ethyl}-cyclohexylamine trihydrochloride), FC(C1=CC=C(C(=O)O)C=C1)(F)F (4-trifluoromethyl-benzoic acid). The product is O1CCC=2C1=C(N=CC2)N2CCN(CC2)CC[C@@H]2CC[C@H](CC2)NC(C2=CC=C(C=C2)C(F)(F)F)=O (trans-N-(4-{2-[4-(2,3-Dihydro-furo[2,3-c]pyridin-7-yl)-piperazin-1-yl]-ethyl}-cyclohexyl)-4-trifluoromethyl-benzamide). RXN SMILES: Cl.Cl.Cl.[O:4]1[C:8]2=[C:9]([N:13]3[CH2:18][CH2:17][N:16]([CH2:19][CH2:20][C@H:21]4[CH2:26][CH2:25][C@H:24]([NH2:27])[CH2:23][CH2:22]4)[CH2:15][CH2:14]3)[N:10]=[CH:11][CH:12]=[C:7]2[CH2:6][CH2:5]1.[F:28][C:29]([F:40])([F:39])[C:30]1[CH:38]=[CH:37][C:33]([C:34](O)=[O:35])=[CH:32][CH:31]=1>>[O:4]1[C:8]2=[C:9]([N:13]3[CH2:18][CH2:17][N:16]([CH2:19][CH2:20][C@H:21]4[CH2:26][CH2:25][C@H:24]([NH:27][C:34](=[O:35])[C:33]5[CH:37]=[CH:38][C:30]([C:29]([F:28])([F:39])[F:40])=[CH:31][CH:32]=5)[CH2:23][CH2:22]4)[CH2:15][CH2:14]3)[N:10]=[CH:11][CH:12]=[C:7]2[CH2:6][CH2:5]1 |f:0.1.2.3|. Procedure: The title compound, white solid (117 mg, 93%), MS (ISP) m/z=503.3 [(M+H)+], mp 242.5° C., was prepared in accordance with the general method of example 6 from trans-4-{2-[4-(2,3-dihydro-furo[2,3-c]pyridin-7-yl)-piperazin-1-yl]-ethyl}-cyclohexylamine trihydrochloride (intermediate B) (110 mg, 0.25 mmol) and 4-trifluoromethyl-benzoic acid. The reactants are Clc1ccn2nc(SCc3ccccc3)nc2n1, C[O-], CO, [Na+], O. The product is COc1ccn2nc(SCc3ccccc3)nc2n1. RXN SMILES: [CH2:1]([c:2]1[cH:3][cH:4][cH:5][cH:6][cH:7]1)[S:8][c:9]1[n:10][n:11]2[c:12]([n:13][c:14]([Cl:17])[cH:15][cH:16]2)[n:18]1.[CH3:19][O-:20].[CH3:22][OH:23].[Na+:21].[OH2:24]>>[CH2:1]([c:2]1[cH:3][cH:4][cH:5][cH:6][cH:7]1)[S:8][c:9]1[n:10][n:11]2[c:12]([n:13][c:14]([O:20][CH3:19])[cH:15][cH:16]2)[n:18]1. The reactants are CC1=C(C2=C(S1)C=C1C=CC=CC1=C2C2=CC(=C(C=C2)O)C2CCCC2)C (4-(2,3-dimethyl-naphtho[2,3-b]thiophen-4-yl)-2-cyclopentyl-phenol), CSC1=NC=CC(=N1)C1=CC=C(S1)S(=O)(=O)Cl (5-[2-(methylthio)pyrimidin-4-yl]thiophene-2-sulphonyl chloride), [H-].[Na+] (sodium hydride), oil. The product is C1(CCCC1)C1=C(C=CC(=C1)C1=C2C=CC=CC2=CC=2SC(=C(C21)C)C)OS(=O)(=O)C=2SC(=CC2)C2=NC(=NC=C2)SC (5-(2-Methylsulfanyl-pyrimidin-4-yl)-thiophene-2-sulfonic acid 2-cyclopentyl-4-(2,3-dimethyl-naphtho[2,3-b]thiophen-4-yl)-phenyl ester). Isolated yield 57.8%. As a reaction SMILES: [CH3:1][C:2]1[S:6][C:5]2[CH:7]=[C:8]3[C:13](=[C:14]([C:15]4[CH:20]=[CH:19][C:18]([OH:21])=[C:17]([CH:22]5[CH2:26][CH2:25][CH2:24][CH2:23]5)[CH:16]=4)[C:4]=2[C:3]=1[CH3:27])[CH:12]=[CH:11][CH:10]=[CH:9]3.[H-].[Na+].[CH3:30][S:31][C:32]1[N:37]=[C:36]([C:38]2[S:42][C:41]([S:43](Cl)(=[O:45])=[O:44])=[CH:40][CH:39]=2)[CH:35]=[CH:34][N:33]=1>>[CH:22]1([C:17]2[CH:16]=[C:15]([C:14]3[C:4]4[C:3]([CH3:27])=[C:2]([CH3:1])[S:6][C:5]=4[CH:7]=[C:8]4[C:13]=3[CH:12]=[CH:11][CH:10]=[CH:9]4)[CH:20]=[CH:19][C:18]=2[O:21][S:43]([C:41]2[S:42][C:38]([C:36]3[CH:35]=[CH:34][N:33]=[C:32]([S:31][CH3:30])[N:37]=3)=[CH:39][CH:40]=2)(=[O:44])=[O:45])[CH2:23][CH2:24][CH2:25][CH2:26]1 |f:1.2|. Procedure: The title compound was prepared according to the procedure in Example 10, step 1, using 4-(2,3-dimethyl-naphtho[2,3-b]thiophen-4-yl)-2-cyclopentyl-phenol (0.300 g, 0.805 mmol), 60% sodium hydride/mineral oil (0.032 g, 0.805 mmol) and commercial 5-[2-(methylthio)pyrimidin-4-yl]thiophene-2-sulphonyl chloride (0.272 g, 0.886 mmol). Purification on Biotage KP-Sil eluting with 25% EtOAc/pet. ether gave 0.299 g (58%) of the title compound as a yellow solid, mp 100-110° C. 1H NMR (DMSO-d6) δ 1.32-1.37 ... The product is C(C1=CC=CC=C1)OC1=CC=C(C=C1)C(C(F)(F)F)=O (4′-benzyloxy-2,2,2-trifluoroacetophenone). Run in C1(=CC=CC=C1)C (toluene), O1CCCC1 (tetrahydrofuran). As a reaction SMILES: C([Li])CCC.[CH2:6]([O:13][C:14]1[CH:19]=[CH:18][C:17](Br)=[CH:16][CH:15]=1)[C:7]1[CH:12]=[CH:11][CH:10]=[CH:9][CH:8]=1.[F:21][C:22]([F:28])([F:27])[C:23](OC)=[O:24].[Cl-].[NH4+].Cl>O1CCCC1.C1(C)C=CC=CC=1>[CH2:6]([O:13][C:14]1[CH:19]=[CH:18][C:17]([C:23](=[O:24])[C:22]([F:28])([F:27])[F:21])=[CH:16][CH:15]=1)[C:7]1[CH:12]=[CH:11][CH:10]=[CH:9][CH:8]=1 |f:3.4|. The reactants are [Cl-].[NH4+] (ammonium chloride), C(CCC)[Li] (butyllithium), C(C1=CC=CC=C1)OC1=CC=C(C=C1)Br (4-benzyloxy-1-bromobenzene), FC(C(=O)OC)(F)F (methyl trifluoroacetate), Cl (hydrochloric acid). Reported procedure: At −78° C., 182.4 ml of a 2.5 M butyllithium solution were added dropwise to a solution of 100 g of 4-benzyloxy-1-bromobenzene in 500 ml of dry tetrahydrofuran. Stirring was continued at −78° C. for 15 min, and 68.0 g of methyl trifluoroacetate were then added dropwise at this temperature. Stirring was subsequently continued at −20° C. for 2 hours. For work-up, 80 ml of saturated aqueous ammonium chloride were added dropwise, the mixture was mixed with 250 ml of dilute hydrochloric acid and dilu... Reaction conditions: time 15 minute. Reactants: CC(C)(C)OC(=O)N1CCc2cccc(C(=O)O)c2C1, CCN=C=NCCCN(C)C, CN(C)c1ccncc1, ClCCl, Nc1nc2ccccc2s1. Product: CC(C)(C)OC(=O)N1CCc2cccc(C(=O)Nc3nc4ccccc4s3)c2C1. Reaction SMILES: [C:1]([CH3:2])([CH3:3])([CH3:4])[O:5][C:6](=[O:7])[N:8]1[CH2:9][c:10]2[c:11]([C:18](=[O:19])[OH:20])[cH:12][cH:13][cH:14][c:15]2[CH2:16][CH2:17]1.[CH3:31][CH2:32][N:33]=[C:34]=[N:35][CH2:36][CH2:37][CH2:38][N:39]([CH3:40])[CH3:41].[CH3:45][N:46]([c:47]1[cH:48][cH:49][n:50][cH:51][cH:52]1)[CH3:53].[Cl:42][CH2:43][Cl:44].[s:21]1[c:22]([NH2:30])[n:23][c:24]2[c:25]1[cH:26][cH:27][cH:28][cH:29]2>>[C:1]([CH3:2])([CH3:3])([CH3:4])[O:5][C:6](=[O:7])[N:8]1[CH2:9][c:10]2[c:11]([C:18](=[O:19])[NH:30][c:22]3[s:21][c:25]4[c:24]([n:23]3)[cH:29][cH:28][cH:27][cH:26]4)[cH:12][cH:13][cH:14][c:15]2[CH2:16][CH2:17]1.